From a dataset of the Open Reaction Database (ORD), a public repository of structured organic reaction records. describe an organic reaction: reactants, conditions, products, and yield Reactants: CC1(CC2(CC(N1CCO)(C)C)OCC1(COC3(CC(N(C(C3)(C)C)CCO)(C)C)OC1)CO2)C (2,2,4,4,14,14,16,16-octamethyl-3,15-bis(2-hydroxyethyl)-7,11,18,21-tetraoxa-3,15-diazatrispiro[5.2.2.5.2.2]heneicosane), C(C)(C)(C)C=1C=C(C=C(C1O)C(C)(C)C)CCC(=O)OC (methyl 3-(3,5-di-tert-butyl-4-hydroxyphenyl)propionate), [NH2-].[Li+] (lithium amide). The solvent is C1(=CC=CC=C1)C (toluene). Product: CC1(CC2(CC(N1CCOC(CCC1=CC(=C(C(=C1)C(C)(C)C)O)C(C)(C)C)=O)(C)C)OCC1(COC3(CC(N(C(C3)(C)C)CCOC(CCC3=CC(=C(C(=C3)C(C)(C)C)O)C(C)(C)C)=O)(C)C)OC1)CO2)C (2,2,4,4,14,14,16,16-Octamethyl-3,15-bis[2-{3-(3,5-di-tert-butyl-4-hydroxyphenyl)propionyloxy}ethyl]-7,11,18,21-tetraoxa-3,15-diazatrispiro[5.2.2.5.2.2]heneicosane), crystals. RXN SMILES: [CH3:1][C:2]1([CH3:35])[N:7]([CH2:8][CH2:9][OH:10])[C:6]([CH3:12])([CH3:11])[CH2:5][C:4]2([O:34][CH2:33][C:15]3([CH2:32][O:31][C:18]4([CH2:23][C:22]([CH3:25])([CH3:24])[N:21]([CH2:26]CO)[C:20]([CH3:30])([CH3:29])[CH2:19]4)[O:17][CH2:16]3)[CH2:14][O:13]2)[CH2:3]1.[C:36]([C:40]1[CH:41]=[C:42]([CH2:51][CH2:52][C:53]([O:55][CH3:56])=[O:54])[CH:43]=[C:44]([C:47]([CH3:50])([CH3:49])[CH3:48])[C:45]=1[OH:46])([CH3:39])([CH3:38])[CH3:37].[NH2-].[Li+]>C1(C)C=CC=CC=1>[CH3:24][C:22]1([CH3:25])[N:21]([CH2:26][CH2:56][O:55][C:53](=[O:54])[CH2:52][CH2:51][C:42]2[CH:43]=[C:44]([C:47]([CH3:48])([CH3:49])[CH3:50])[C:45]([OH:46])=[C:40]([C:36]([CH3:37])([CH3:38])[CH3:39])[CH:41]=2)[C:20]([CH3:29])([CH3:30])[CH2:19][C:18]2([O:17][CH2:16][C:15]3([CH2:14][O:13][C:4]4([CH2:5][C:6]([CH3:11])([CH3:12])[N:7]([CH2:8][CH2:9][O:10][C:53](=[O:54])[CH2:52][CH2:51][C:42]5[CH:43]=[C:44]([C:47]([CH3:48])([CH3:50])[CH3:49])[C:45]([OH:46])=[C:40]([C:36]([CH3:39])([CH3:38])[CH3:37])[CH:41]=5)[C:2]([CH3:1])([CH3:35])[CH2:3]4)[O:34][CH2:33]3)[CH2:32][O:31]2)[CH2:23]1 |f:2.3|. Reported procedure: A mixture of 20 g of 2,2,4,4,14,14,16,16-octamethyl-3,15-bis(2-hydroxyethyl)-7,11,18,21-tetraoxa-3,15-diazatrispiro[5.2.2.5.2.2]heneicosane, 26 g of methyl 3-(3,5-di-tert-butyl-4-hydroxyphenyl)propionate and 2 g of lithium amide was refluxed for 8 hours in 400 ml of toluene under argon stream. Following the procedures in Example 1, the residue was purified first by column chromatography through silica gel with a 9:1 by volume mixture of benzene and ethyl acetate, then by recrystallization from a... Reactants: CCOC(=O)C.CCCCCC (EtOAc Hexane), ClC1=C2C(=NC(=N1)SC)N(C(NC2)=O)C2=C(C=CC=C2F)F (5-chloro-1-(2,6-difluorophenyl)-7-(methylthio)-3,4-dihydropyrimido[4,5-d]pyrimidin-2(1H)-one), C1=CC(=CC(=C1)Cl)C(=O)OO (m-CPBA). Product: ClC1=C2C(=NC(=N1)S(=O)C)N(C(NC2)=O)C2=C(C=CC=C2F)F (5-chloro-1-(2,6-difluorophenyl)-7-(methylsulfinyl)-3,4-dihydropyrimido[4,5-d]pyrimidin-2(1H)-one). Isolated yield 88.1%. Reaction SMILES: [Cl:1][C:2]1[N:7]=[C:6]([S:8][CH3:9])[N:5]=[C:4]2[N:10]([C:15]3[C:20]([F:21])=[CH:19][CH:18]=[CH:17][C:16]=3[F:22])[C:11](=[O:14])[NH:12][CH2:13][C:3]=12.C1C=C(Cl)C=C(C(OO)=[O:31])C=1.CCOC(C)=O.CCCCCC>C(Cl)Cl>[Cl:1][C:2]1[N:7]=[C:6]([S:8]([CH3:9])=[O:31])[N:5]=[C:4]2[N:10]([C:15]3[C:20]([F:21])=[CH:19][CH:18]=[CH:17][C:16]=3[F:22])[C:11](=[O:14])[NH:12][CH2:13][C:3]=12 |f:2.3|. Conditions: time 10 minute. The solvent is C(Cl)Cl (CH2Cl2). Procedure details: To a solution of 5-chloro-1-(2,6-difluorophenyl)-7-(methylthio)-3,4-dihydropyrimido[4,5-d]pyrimidin-2(1H)-one (1.71 g, 5 mmol) in CH2Cl2 (60 mL) was added m-CPBA (1.17 g, 5.2 mmol). The mixture was stirred at room temperature for 10 minutes, then directly loaded onto a column. Flash chromatography (mobile phase EtOAc/Hexane) afforded the title compound as a white solid 1.58 g (88%). LC-MS m/z 358 (M+H)+. The reactants are C(C)(C)OC([C@H](NC([C@@H](NC([C@H](NC(=O)OCC1=CC=CC=C1)C)=O)CC(O)=O)=O)C)=O (N-Benzyloxycarbonyl-D-alanyl-α-L-aspartyl-D-alanine isopropyl ester), [H][H] (hydrogen). Reagents/catalysts: [Pd] (palladium/carbon). Run in C(C)(=O)O (acetic acid). Yields the product C(C)(C)OC([C@H](NC([C@@H](NC([C@H](N)C)=O)CC(O)=O)=O)C)=O (D-Alanyl-α-L-aspartyl-D-alanine isopropyl ester). Yield: 91.1%. RXN SMILES: [CH:1]([O:4][C:5](=[O:32])[C@@H:6]([CH3:31])[NH:7][C:8](=[O:30])[C@H:9]([CH2:26][C:27](=[O:29])[OH:28])[NH:10][C:11](=[O:25])[C@@H:12]([CH3:24])[NH:13]C(OCC1C=CC=CC=1)=O)([CH3:3])[CH3:2].[H][H]>C(O)(=O)C.[Pd]>[CH:1]([O:4][C:5](=[O:32])[C@@H:6]([CH3:31])[NH:7][C:8](=[O:30])[C@H:9]([CH2:26][C:27](=[O:28])[OH:29])[NH:10][C:11](=[O:25])[C@@H:12]([CH3:24])[NH2:13])([CH3:2])[CH3:3]. Reported procedure: N-Benzyloxycarbonyl-D-alanyl-α-L-aspartyl-D-alanine isopropyl ester (2.5 g) was dissolved in 100 ml of 80% aqueous acetic acid, and the solution was subjected to catalytic reduction in a hydrogen gas stream at room temperature for four hours using palladium/carbon as catalyst. After filtering off the catalyst, the filtrate was concentrated to dryness under reduced pressure, affording 1.6 g of white powder. M.p.: 219°-221° C. The reactants are CC1(C)C(=O)Nc2ccc(Br)cc21, [Li]CCCC, CN(C)CCN(C)C, CCCCCC, CSSC, [Na+], [Na+], C1CCOC1, O, O[B-]1(O)OO[B-](O)(O)OO1. The product is CC1(C)C(=O)Nc2ccc(S(C)(=O)=O)cc21. As a reaction SMILES: [Br:1][c:2]1[cH:3][c:4]2[c:8]([cH:9][cH:10]1)[NH:7][C:6](=[O:11])[C:5]2([CH3:12])[CH3:13].[CH2:22]([Li:23])[CH2:24][CH2:25][CH3:26].[CH3:14][N:15]([CH3:16])[CH2:17][CH2:18][N:19]([CH3:20])[CH3:21].[CH3:27][CH2:28][CH2:29][CH2:30][CH2:31][CH3:32].[CH3:33][S:34][S:35][CH3:36].[Na+:37].[Na+:38].[O:50]1[CH2:51][CH2:52][CH2:53][CH2:54]1.[OH2:49].[OH:39][B-:40]1([OH:48])[O:41][O:42][B-:43]([OH:44])([OH:45])[O:46][O:47]1>>[c:2]1([S:35]([CH3:36])(=[O:39])=[O:49])[cH:3][c:4]2[c:8]([cH:9][cH:10]1)[NH:7][C:6](=[O:11])[C:5]2([CH3:12])[CH3:13].